describe an organic reaction: reactants, conditions, products, and yield From a dataset of the Open Reaction Database (ORD), a public repository of structured organic reaction records. The reactants are FC1=CC(=C(CN2N=CC3=CC(=CC=C23)\C=C/2\C(N(C(S2)=O)CC(=O)O)=O)C=C1)C(F)(F)F ([(5Z)-5-({1-[4-Fluoro-2-(trifluoromethyl)benzyl]-1H-indazol-5-yl}methylidene)-2,4-dioxo-1,3-thiazolidin-3-yl]acetic acid), CS(=O)(=O)N (methanesulfonic acid amide). Product: FC1=CC(=C(CN2N=CC3=CC(=CC=C23)\C=C/2\C(N(C(S2)=O)CC(=O)NS(=O)(=O)C)=O)C=C1)C(F)(F)F (2-[(5Z)-5-({1-[4-Fluoro-2-(trifluoromethyl)benzyl]-1H-indazol-5-yl}methylidene)-2,4-dioxo-1,3-thiazolidin-3-yl]-N-(methylsulfonyl)-acetamide). Reaction SMILES: [F:1][C:2]1[CH:29]=[CH:28][C:5]([CH2:6][N:7]2[C:15]3[C:10](=[CH:11][C:12](/[CH:16]=[C:17]4/[C:18](=[O:27])[N:19]([CH2:23][C:24](O)=[O:25])[C:20](=[O:22])[S:21]/4)=[CH:13][CH:14]=3)[CH:9]=[N:8]2)=[C:4]([C:30]([F:33])([F:32])[F:31])[CH:3]=1.[CH3:34][S:35]([NH2:38])(=[O:37])=[O:36]>>[F:1][C:2]1[CH:29]=[CH:28][C:5]([CH2:6][N:7]2[C:15]3[C:10](=[CH:11][C:12](/[CH:16]=[C:17]4/[C:18](=[O:27])[N:19]([CH2:23][C:24]([NH:38][S:35]([CH3:34])(=[O:37])=[O:36])=[O:25])[C:20](=[O:22])[S:21]/4)=[CH:13][CH:14]=3)[CH:9]=[N:8]2)=[C:4]([C:30]([F:32])([F:33])[F:31])[CH:3]=1. Procedure: 2-[(5Z)-5-({1-[4-Fluoro-2-(trifluoromethyl)benzyl]-1H-indazol-5-yl}methylidene)-2,4-dioxo-1,3-thiazolidin-3-yl]-N-(methylsulfonyl)-acetamide was prepared from [(5Z)-5-({1-[4-fluoro-2-(trifluoromethyl)-benzyl]-1H-indazol-5-yl}methylidene)-2,4-dioxo-1,3-thiazolidin-3-yl]acetic acid (Example 122) following General Procedure L using methanesulfonic acid amide in place of the sulfamide. Yields the product CC(=O)N1c2ccc(-n3cnc(C)c3)cc2C(Nc2ccc(C#N)cn2)CC1C. Reactants: CC(=O)N1c2ccc(-n3cnc(C)c3)cc2C(N)CC1C, CN1CCCC1=O, CCN(C(C)C)C(C)C, N#Cc1ccc(Cl)nc1, Cl, Cl. RXN SMILES: [C:3]([CH3:4])(=[O:5])[N:6]1[CH:7]([CH3:23])[CH2:8][CH:9]([NH2:22])[c:10]2[cH:11][c:12](-[n:16]3[cH:17][n:18][c:19]([CH3:21])[cH:20]3)[cH:13][cH:14][c:15]21.[CH3:42][N:43]1[CH2:44][CH2:45][CH2:46][C:47]1=[O:48].[CH:24]([N:25]([CH2:26][CH3:27])[CH:28]([CH3:29])[CH3:30])([CH3:31])[CH3:32].[Cl:33][c:34]1[cH:35][cH:36][c:37]([C:40]#[N:41])[cH:38][n:39]1.[ClH:1].[ClH:2]>>[C:3]([CH3:4])(=[O:5])[N:6]1[CH:7]([CH3:23])[CH2:8][CH:9]([NH:22][c:34]2[cH:35][cH:36][c:37]([C:40]#[N:41])[cH:38][n:39]2)[c:10]2[cH:11][c:12](-[n:16]3[cH:17][n:18][c:19]([CH3:21])[cH:20]3)[cH:13][cH:14][c:15]21. The reactants are N#CC#N (cyanogen), NN (hydrazine), 1,2,4-triazole nucleosides, CC1=NNC=N1 (3-methyl-1,2,4-triazole), N1N=C(N=C1)C(=O)OC (Methyl 1,2,4-triazole-3-carboxylate), C(#N)C1=NNC=N1 (3-cyano-1,2,4-triazole), ( 2 ). The product is C(#N)C1=NNC=N1 (3-cyano-1,2,4-triazole), C(#N)C(=N)NN (1-cyanoformimidic acid hydrazide). Reaction SMILES: N1C=NC(C(OC)=O)=N1.[C:10]([C:12]1[N:16]=[CH:15][NH:14][N:13]=1)#[N:11].CC1N=CNN=1.N#CC#N.NN>>[C:10]([C:12]1[N:16]=[CH:15][NH:14][N:13]=1)#[N:11].[C:10]([C:12]([NH:13][NH2:14])=[NH:16])#[N:11]. Reported procedure: Methyl 1,2,4-triazole-3-carboxylate and 3-cyano-1,2,4-triazole are precursors in alternative synthetic routes to 1,2,4-triazole nucleosides of the invention. The former compound can be conventionally prepared by oxidation of 3-methyl-1,2,4-triazole followed by esterification of the resulting acid according to the procedure of Cipens and Grinsteins' Latvijas PSR Zinatnu Akad. Vestis., Kim. Ser. (1965) (2) 204-08 (see C.A. 63, 13243, 1965). 3-cyano-1,2,4-triazole is prepared by a multi-step synthe... The reactants are C(C1=CC=CC=C1)OC[C@H]1CO1 ((R)-Benzylglycidyl ether), C([O-])([O-])=O.[K+].[K+] (potassium carbonate), FC(C(C(OC(C(C(CO)(F)F)(F)F)(F)F)(F)F)(F)F)(C(F)(F)F)F (4-nonafluorobutoxy-2,2,3,3,4,4-hexafluoro-1-butanol). Reaction conditions: temperature 120 celsius, time 3 hour. Yields the product C(C1=CC=CC=C1)OC[C@H](COCC(C(C(F)(F)OC(C(C(C(F)(F)F)(F)F)(F)F)(F)F)(F)F)(F)F)O (1-benzyloxy-(R)-2-hydroxy-3-(4-(nonafluorobutoxy)-2,2,3,3,4,4-hexafluorobutoxy)propane). RXN SMILES: [CH2:1]([O:8][CH2:9][C@@H:10]1[O:12][CH2:11]1)[C:2]1[CH:7]=[CH:6][CH:5]=[CH:4][CH:3]=1.C(=O)([O-])[O-].[K+].[K+].[F:19][C:20]([F:43])([C:39]([F:42])([F:41])[F:40])[C:21]([F:38])([F:37])[C:22]([F:36])([F:35])[O:23][C:24]([F:34])([F:33])[C:25]([F:32])([F:31])[C:26]([F:30])([F:29])[CH2:27][OH:28]>>[CH2:1]([O:8][CH2:9][C@@H:10]([OH:12])[CH2:11][O:28][CH2:27][C:26]([F:29])([F:30])[C:25]([F:31])([F:32])[C:24]([O:23][C:22]([F:35])([F:36])[C:21]([F:37])([F:38])[C:20]([F:43])([F:19])[C:39]([F:42])([F:41])[F:40])([F:34])[F:33])[C:2]1[CH:3]=[CH:4][CH:5]=[CH:6][CH:7]=1 |f:1.2.3|. Reported procedure: (R)-Benzylglycidyl ether (2.0 g, 12.2 mmol, prepared essentially as described by Byun et al. in Tet. Lett. 30, 2751 (1989)) was added dropwise to a 120° C. solution of potassium carbonate (0.17 g, 1.2 mmol) in 4-nonafluorobutoxy-2,2,3,3,4,4-hexafluoro-1-butanol (5.1 g, 12.2mmol). The resulting mixture was stirred for 3 hours at 120° C. and was then cooled to ambient temperature and distilled (0.6 torr, 110°-130° C.) to give 6.25 g of 1-benzyloxy-(R)-2-hydroxy-3-(4-(nonafluorobutoxy)-2,2,3,3,4,4-... Starting materials: C#CCNC(=O)c1cccc(F)c1Nc1nc(Cl)ncc1Cl, CC1(C)CC(NC(=O)C(F)(F)F)C(=O)Nc2cc(N)ccc21. Yields the product C#CCNC(=O)c1cccc(F)c1Nc1nc(Nc2ccc3c(c2)NC(=O)C(NC(=O)C(F)(F)F)CC3(C)C)ncc1Cl. As a reaction SMILES: [Cl:23][c:24]1[n:25][cH:26][c:27]([Cl:44])[c:28]([NH:30][c:31]2[c:32]([C:33](=[O:34])[NH:35][CH2:36][C:37]#[CH:38])[cH:39][cH:40][cH:41][c:42]2[F:43])[n:29]1.[NH2:1][c:2]1[cH:3][c:4]2[c:5]([cH:21][cH:22]1)[C:6]([CH3:19])([CH3:20])[CH2:7][CH:8]([NH:12][C:13]([C:14]([F:15])([F:16])[F:17])=[O:18])[C:9](=[O:11])[NH:10]2>>[NH:1]([c:2]1[cH:3][c:4]2[c:5]([cH:21][cH:22]1)[C:6]([CH3:19])([CH3:20])[CH2:7][CH:8]([NH:12][C:13]([C:14]([F:15])([F:16])[F:17])=[O:18])[C:9](=[O:11])[NH:10]2)[c:24]1[n:25][cH:26][c:27]([Cl:44])[c:28]([NH:30][c:31]2[c:32]([C:33](=[O:34])[NH:35][CH2:36][C:37]#[CH:38])[cH:39][cH:40][cH:41][c:42]2[F:43])[n:29]1. Starting materials: [Cr](=O)(=O)([O-])Cl.[NH+]1=CC=CC=C1 (pyridinium chlorochromate), ClC1=CC=C(C=C1)C(CO)C (2-(4-chlorophenyl)propanol). The solvent is C(Cl)Cl (methylene chloride), C(Cl)Cl (methylene chloride), C(C)OCC (diethyl ether). Product: ClC1=CC=C(C=C1)C(C=O)C (2-(4-chlorophenyl)propionaldehyde). Reaction SMILES: [Cr](Cl)([O-])(=O)=O.[NH+]1C=CC=CC=1.[Cl:12][C:13]1[CH:18]=[CH:17][C:16]([CH:19]([CH3:22])[CH2:20][OH:21])=[CH:15][CH:14]=1>C(Cl)Cl.C(OCC)C>[Cl:12][C:13]1[CH:14]=[CH:15][C:16]([CH:19]([CH3:22])[CH:20]=[O:21])=[CH:17][CH:18]=1 |f:0.1|. Procedure: To a solution of 19.8 g (0.092 mole) of pyridinium chlorochromate in 80 mL of methylene chloride is added a solution of 7.8 g (0.046 mole) of 2-(4-chlorophenyl)propanol in 20 mL of methylene chloride. After one hour this mixture is diluted with 100 mL of diethyl ether, and the remaining solution is decanted from the insoluble material. Additional diethyl ether is added to the solids, and, after being mixed thoroughly, the solution is decanted from the solids and combined with the original soluti...